From a dataset of the Open Reaction Database (ORD), a public repository of structured organic reaction records. describe an organic reaction: reactants, conditions, products, and yield As a reaction SMILES: [CH2:1]([CH3:2])[c:3]1[c:4](=[O:19])[nH:5][c:6](=[O:18])[nH:7][c:8]1[S:9][c:10]1[cH:11][c:12]([CH3:17])[cH:13][c:14]([CH3:16])[cH:15]1.[F:20][c:21]1[cH:22][c:23]([CH2:24][Br:25])[cH:26][c:27]([F:29])[cH:28]1>>[CH2:1]([CH3:2])[c:3]1[c:4](=[O:19])[nH:5][c:6](=[O:18])[n:7]([CH2:24][c:23]2[cH:22][c:21]([F:20])[cH:28][c:27]([F:29])[cH:26]2)[c:8]1[S:9][c:10]1[cH:11][c:12]([CH3:17])[cH:13][c:14]([CH3:16])[cH:15]1. Starting materials: CCc1c(Sc2cc(C)cc(C)c2)[nH]c(=O)[nH]c1=O, Fc1cc(F)cc(CBr)c1. Yields the product CCc1c(Sc2cc(C)cc(C)c2)n(Cc2cc(F)cc(F)c2)c(=O)[nH]c1=O. As a reaction SMILES: [C:35]([BH3-:36])#[N:37].[CH2:22]([CH3:23])[O:24][C:25]([C:26]([c:27]1[cH:28][cH:29][cH:30][cH:31][cH:32]1)=[O:33])=[O:34].[CH3:1][C:2](=[O:3])[O-:4].[CH3:44][CH2:45][OH:46].[CH3:47][CH2:48][O:49][CH2:50][CH3:51].[NH2:5][CH:6]1[CH2:7][CH2:8][CH:9]([C:12]([C:13]([F:14])([F:15])[F:16])([C:17]([F:18])([F:19])[F:20])[OH:21])[CH2:10][CH2:11]1.[Na+:38].[Na+:43].[O-:39][C:40]([OH:41])=[O:42]>>[NH:5]([CH:6]1[CH2:7][CH2:8][CH:9]([C:12]([C:13]([F:14])([F:15])[F:16])([C:17]([F:18])([F:19])[F:20])[OH:21])[CH2:10][CH2:11]1)[CH:26]([C:25]([O:24][CH2:22][CH3:23])=[O:34])[c:27]1[cH:28][cH:29][cH:30][cH:31][cH:32]1. The reactants are [BH3-]C#N, CCOC(=O)C(=O)c1ccccc1, CC(=O)[O-], CCO, CCOCC, NC1CCC(C(O)(C(F)(F)F)C(F)(F)F)CC1, [Na+], [Na+], O=C([O-])O. Product: CCOC(=O)C(NC1CCC(C(O)(C(F)(F)F)C(F)(F)F)CC1)c1ccccc1. Reactants: C1CCOC1, CCOCc1nc2c(N)nc3cc(-c4cccnc4)ccc3c2n1CC1COC(C)(C)O1, Cl. Yields the product CCOCc1nc2c(N)nc3cc(-c4cccnc4)ccc3c2n1CC(O)CO. Reaction SMILES: [CH2:34]1[O:35][CH2:36][CH2:37][CH2:38]1.[CH3:2][C:3]1([CH3:33])[O:4][CH2:5][CH:6]([CH2:8][n:9]2[c:10]([CH2:29][O:30][CH2:31][CH3:32])[n:11][c:12]3[c:13]([NH2:28])[n:14][c:15]4[cH:16][c:17](-[c:22]5[cH:23][n:24][cH:25][cH:26][cH:27]5)[cH:18][cH:19][c:20]4[c:21]23)[O:7]1.[ClH:1]>>[OH:4][CH2:5][CH:6]([OH:7])[CH2:8][n:9]1[c:10]([CH2:29][O:30][CH2:31][CH3:32])[n:11][c:12]2[c:13]([NH2:28])[n:14][c:15]3[cH:16][c:17](-[c:22]4[cH:23][n:24][cH:25][cH:26][cH:27]4)[cH:18][cH:19][c:20]3[c:21]12. Starting materials: [Br-], O=Cc1cccnc1Br, C1CCOC1, C[P+](c1ccccc1)(c1ccccc1)c1ccccc1, [Li]CCCC. Product: C=Cc1cccnc1Br. RXN SMILES: [Br-:15].[Br:6][c:7]1[c:8]([CH:9]=[O:10])[cH:11][cH:12][cH:13][n:14]1.[CH2:36]1[O:37][CH2:38][CH2:39][CH2:40]1.[CH3:16][P+:17]([c:18]1[cH:19][cH:20][cH:21][cH:22][cH:23]1)([c:24]1[cH:25][cH:26][cH:27][cH:28][cH:29]1)[c:30]1[cH:31][cH:32][cH:33][cH:34][cH:35]1.[Li:1][CH2:2][CH2:3][CH2:4][CH3:5]>>[CH2:2]=[CH:9][c:8]1[c:7]([Br:6])[n:14][cH:13][cH:12][cH:11]1. Starting materials: CC(C)=O, CCN(C(C)C)C(C)C, Cc1ncn(-c2ccc(Nc3n[nH]c(C(CCCCCl)c4ccc(OC(F)(F)F)c(F)c4)n3)cc2F)n1, [I-], [Na+]. Product: Cc1ncn(-c2ccc(Nc3nc4n(n3)CCCCC4c3ccc(OC(F)(F)F)c(F)c3)cc2F)n1. Reaction SMILES: [CH3:49][C:50](=[O:51])[CH3:52].[CH:40]([N:41]([CH:42]([CH3:43])[CH3:44])[CH2:45][CH3:46])([CH3:47])[CH3:48].[Cl:1][CH2:2][CH2:3][CH2:4][CH2:5][CH:6]([c:7]1[cH:8][c:9]([F:18])[c:10]([O:13][C:14]([F:15])([F:16])[F:17])[cH:11][cH:12]1)[c:19]1[n:20][c:21]([NH:24][c:25]2[cH:26][c:27]([F:37])[c:28](-[n:31]3[n:32][c:33]([CH3:36])[n:34][cH:35]3)[cH:29][cH:30]2)[n:22][nH:23]1.[I-:39].[Na+:38]>>[CH2:2]1[CH2:3][CH2:4][CH2:5][CH:6]([c:7]2[cH:8][c:9]([F:18])[c:10]([O:13][C:14]([F:15])([F:16])[F:17])[cH:11][cH:12]2)[c:19]2[n:20][c:21]([NH:24][c:25]3[cH:26][c:27]([F:37])[c:28](-[n:31]4[n:32][c:33]([CH3:36])[n:34][cH:35]4)[cH:29][cH:30]3)[n:22][n:23]21.